The task is: describe an organic reaction: reactants, conditions, products, and yield. This data is from the Open Reaction Database (ORD), a public repository of structured organic reaction records. The reactants are O, CC12CCC3(O)C(CCC4=CC(=O)CCC43C)C1CCC2=O, O=P(O)(O)O. Yields the product CC12CCC(=O)C=C1CCC1C2=CCC2(C)C(=O)CCC12. Reaction SMILES: [OH2:28].[OH:1][C:2]12[C:3]3([CH3:22])[CH2:4][CH2:5][C:6](=[O:21])[CH:7]=[C:8]3[CH2:9][CH2:10][CH:11]1[CH:12]1[CH2:13][CH2:14][C:15](=[O:20])[C:16]1([CH3:17])[CH2:18][CH2:19]2.[P:23](=[O:24])([OH:25])([OH:26])[OH:27]>>[C:2]12=[CH:19][CH2:18][C:16]3([CH3:17])[CH:12]([CH:11]1[CH2:10][CH2:9][C:8]1=[CH:7][C:6](=[O:21])[CH2:5][CH2:4][C:3]21[CH3:22])[CH2:13][CH2:14][C:15]3=[O:20]. Reactants: CC(C)CC(O)C(=O)NCC#N, CC(C)=O, CCOC(C)=O, CCOC(C)=O, CC(C)C(OC(=N)C(Cl)(Cl)Cl)c1ccc(Br)cc1, ClCCl, Cc1ccc(S(=O)(=O)[O-])cc1, c1cc[nH+]cc1. Yields the product CC(C)CC(OC(c1ccc(Br)cc1)C(C)C)C(=O)NCC#N. Reaction SMILES: [C:19](#[N:20])[CH2:21][NH:22][C:23]([CH:24]([CH2:25][CH:26]([CH3:27])[CH3:28])[OH:29])=[O:30].[CH3:48][C:49](=[O:50])[CH3:51].[CH3:52][CH2:53][O:54][C:55]([CH3:56])=[O:57].[CH3:61][CH2:62][O:63][C:64]([CH3:65])=[O:66].[Cl:1][C:2]([Cl:3])([Cl:4])[C:16](=[NH:17])[O:18][CH:5]([CH:6]([CH3:7])[CH3:8])[c:9]1[cH:10][cH:11][c:12]([Br:15])[cH:13][cH:14]1.[Cl:58][CH2:59][Cl:60].[c:31]1([CH3:32])[cH:33][cH:34][c:35]([S:36]([O-:37])(=[O:38])=[O:39])[cH:40][cH:41]1.[nH+:42]1[cH:43][cH:44][cH:45][cH:46][cH:47]1>>[CH:5]([CH:6]([CH3:7])[CH3:8])([c:9]1[cH:10][cH:11][c:12]([Br:15])[cH:13][cH:14]1)[O:29][CH:24]([C:23]([NH:22][CH2:21][C:19]#[N:20])=[O:30])[CH2:25][CH:26]([CH3:27])[CH3:28]. The reactants are C1CCOC1, CCc1nn(-c2cccc(C=Cc3ccc(Cl)cc3)c2)c(CC)c1C(=O)OC, CO, [Li+], [OH-]. Yields the product CCc1nn(-c2cccc(C=Cc3ccc(Cl)cc3)c2)c(CC)c1C(=O)O. RXN SMILES: [CH2:31]1[O:32][CH2:33][CH2:34][CH2:35]1.[CH3:1][O:2][C:3](=[O:4])[c:5]1[c:6]([CH2:27][CH3:28])[n:7][n:8](-[c:12]2[cH:13][c:14]([CH:18]=[CH:19][c:20]3[cH:21][cH:22][c:23]([Cl:26])[cH:24][cH:25]3)[cH:15][cH:16][cH:17]2)[c:9]1[CH2:10][CH3:11].[CH3:36][OH:37].[Li+:29].[OH-:30]>>[O:2]=[C:3]([OH:4])[c:5]1[c:6]([CH2:27][CH3:28])[n:7][n:8](-[c:12]2[cH:13][c:14]([CH:18]=[CH:19][c:20]3[cH:21][cH:22][c:23]([Cl:26])[cH:24][cH:25]3)[cH:15][cH:16][cH:17]2)[c:9]1[CH2:10][CH3:11].